Dataset: the Open Reaction Database (ORD), a public repository of structured organic reaction records. Task: describe an organic reaction: reactants, conditions, products, and yield Reactants: C(CC(=O)C)(=O)OCC (Ethyl acetoacetate). Solvent: CO (methanol). Run at temperature 50 celsius, time 16 hour. The product is O[C@@H](CC(=O)OCC)C ((R)-Ethyl(−)-3-hydroxybutyrate). Reaction SMILES: [C:1]([O:7][CH2:8][CH3:9])(=[O:6])[CH2:2][C:3]([CH3:5])=[O:4]>CO>[OH:4][C@H:3]([CH3:5])[CH2:2][C:1]([O:7][CH2:8][CH3:9])=[O:6]. Procedure: Ethyl acetoacetate (7.5 g) and dry methanol (25 mL) were mixed and deoxygenated with flowing nitrogen for five minutes. The catalyst [(R)—Ru(BINAP)Cl2]2NEt3 (0.1 mol %) was added along with 2N HCl (0.1 mol %). The mixture was transferred to a standard Parr reactor apparatus and flushed by evacuating and refilling with hydrogen several times. The apparatus was heated at 50° C. with stirring under 100 psi of hydrogen for 16 h. After completion of reaction (monitored by TLC) the reaction was cooled...